From a dataset of the Open Reaction Database (ORD), a public repository of structured organic reaction records. describe an organic reaction: reactants, conditions, products, and yield Starting materials: O (water), OC1=C(C=O)C=C(C(=C1C)C)OC1OCCCC1 (2-hydroxy-3,4-dimethyl-5-(tetrahydro-pyran-2-yloxy)-benzaldehyde), BrCC(=O)OC (methyl bromoacetate), C([O-])([O-])=O.[K+].[K+] (potassium-carbonate). The solvent is CN(C)C=O (DMF). Run at time 2 hour. The product is COC(COC1=C(C(=C(C=C1C=O)OC1OCCCC1)C)C)=O ([6-formyl-2,3-dimethyl-4-(tetrahydro-pyran-2-yloxy)-phenoxy]-acetic acid methyl ester). Isolated yield 51.8%. As a reaction SMILES: [OH:1][C:2]1[C:9]([CH3:10])=[C:8]([CH3:11])[C:7]([O:12][CH:13]2[CH2:18][CH2:17][CH2:16][CH2:15][O:14]2)=[CH:6][C:3]=1[CH:4]=[O:5].Br[CH2:20][C:21]([O:23][CH3:24])=[O:22].C(=O)([O-])[O-].[K+].[K+].O>CN(C=O)C>[CH3:24][O:23][C:21](=[O:22])[CH2:20][O:1][C:2]1[C:3]([CH:4]=[O:5])=[CH:6][C:7]([O:12][CH:13]2[CH2:18][CH2:17][CH2:16][CH2:15][O:14]2)=[C:8]([CH3:11])[C:9]=1[CH3:10] |f:2.3.4|. Procedure details: A mixture of 2-hydroxy-3,4-dimethyl-5-(tetrahydro-pyran-2-yloxy)-benzaldehyde (150 mg) from Step 1, methyl bromoacetate (180 mg) and potassium-carbonate (200 mg) in DMF (10 mL) was stirred at room temperature for 2 hours. Then the solution was poured into water and extracted with ethylacetate. The ethyl acetate was washed with water and brine, dried over MgSO4 and concentrated. The residue was purified by silica gel column eluting with hexane and ethyl acetate (9:1) to give 100 mg of [6-formyl-2... Starting materials: COCC(=O)CC(=O)OC, CCCCCC(=O)O, O=Cc1cccc(Cl)c1Cl, c1ccccc1, c1ccncc1. Product: COCC(=O)C(=Cc1cccc(Cl)c1Cl)C(=O)OC. Reaction SMILES: [CH3:17][O:18][C:19]([CH2:20][C:21]([CH2:22][O:23][CH3:24])=[O:25])=[O:26].[CH3:27][CH2:28][CH2:29][CH2:30][CH2:31][C:32](=[O:33])[OH:34].[Cl:7][c:8]1[c:9]([CH:10]=[O:11])[cH:12][cH:13][cH:14][c:15]1[Cl:16].[cH:1]1[cH:2][cH:3][cH:4][cH:5][cH:6]1.[cH:35]1[cH:36][cH:37][n:38][cH:39][cH:40]1>>[Cl:7][c:8]1[c:9]([CH:10]=[C:20]([C:19]([O:18][CH3:17])=[O:26])[C:21]([CH2:22][O:23][CH3:24])=[O:25])[cH:12][cH:13][cH:14][c:15]1[Cl:16]. Yields the product CCNC(=O)Nc1ccc(-c2nc3c(c(N4CCOCC4CC)n2)CCN(C(C)=O)C3)cc1. Reaction SMILES: [CH2:1]([CH3:2])[NH:3][C:4](=[O:5])[NH:6][c:7]1[cH:8][cH:9][c:10](-[c:13]2[n:14][c:15]([N:23]3[CH:24]([CH2:29][CH3:30])[CH2:25][O:26][CH2:27][CH2:28]3)[c:16]3[c:17]([n:18]2)[CH2:19][NH:20][CH2:21][CH2:22]3)[cH:11][cH:12]1.[CH3:31][N:32]([CH3:33])[CH:34]=[O:35].[CH3:45][C:46]([Cl:47])=[O:48].[CH:36]([N:37]([CH2:38][CH3:39])[CH:40]([CH3:41])[CH3:42])([CH3:43])[CH3:44]>>[CH2:1]([CH3:2])[NH:3][C:4](=[O:5])[NH:6][c:7]1[cH:8][cH:9][c:10](-[c:13]2[n:14][c:15]([N:23]3[CH:24]([CH2:29][CH3:30])[CH2:25][O:26][CH2:27][CH2:28]3)[c:16]3[c:17]([n:18]2)[CH2:19][N:20]([C:46]([CH3:45])=[O:48])[CH2:21][CH2:22]3)[cH:11][cH:12]1. Reactants: CCNC(=O)Nc1ccc(-c2nc3c(c(N4CCOCC4CC)n2)CCNC3)cc1, CN(C)C=O, CC(=O)Cl, CCN(C(C)C)C(C)C. Conditions: time 4.5 hour. The reactants are CC(C)(C)NS(=O)(=O)C1=C(C(=O)OCCI)C=CC=C1 (2-((1,1-Dimethylethyl)aminosulfonyl)benzoic acid, 2-iodoethyl ester), FC(C(=O)O)(F)F (trifluoroacetic acid). As a reaction SMILES: CC([NH:5][S:6]([C:9]1[CH:20]=[CH:19][CH:18]=[CH:17][C:10]=1[C:11]([O:13][CH2:14][CH2:15][I:16])=[O:12])(=[O:8])=[O:7])(C)C.FC(F)(F)C(O)=O>>[NH2:5][S:6]([C:9]1[CH:20]=[CH:19][CH:18]=[CH:17][C:10]=1[C:11]([O:13][CH2:14][CH2:15][I:16])=[O:12])(=[O:8])=[O:7]. The product is NS(=O)(=O)C1=C(C(=O)OCCI)C=CC=C1 (2-(Aminosulfonyl)benzoic acid, 2-iodoethyl ester). Procedure details: The product from Example 1 (1 g) was added to 8 mL of trifluoroacetic acid, and the clear solution was stirred at room temperature for 4-5 hours. Removal of the volatiles in vacuo afforded an orange oil, which was subjected to silica gel chromatography. Elution with 4:1 hexane/ethyl acetate gave 650 mg of the title sulfonamide as a white powder, m.p. 76°-79° C.; IR (nujol): 1720, 1730, 3290, 3400 cm-1. Yield: 75.3%. Starting materials: NC(=O)c1ccc(Br)s1, CCCC[Sn](Cl)(CCCC)CCCC, Fc1ccc(-c2nn(C(c3ccccc3)(c3ccccc3)c3ccccc3)cc2-c2ccc3ncc(I)n3c2)cc1, Cc1ccccc1C. Product: NC(=O)c1ccc(-c2cnc3ccc(-c4cn(C(c5ccccc5)(c5ccccc5)c5ccccc5)nc4-c4ccc(F)cc4)cn23)s1. As a reaction SMILES: [Br:56][c:57]1[cH:58][cH:59][c:60]([C:62](=[O:63])[NH2:64])[s:61]1.[CH2:42]([Sn:43]([Cl:44])([CH2:45][CH2:46][CH2:47][CH3:48])[CH2:49][CH2:50][CH2:51][CH3:52])[CH2:53][CH2:54][CH3:55].[F:1][c:2]1[cH:3][cH:4][c:5](-[c:8]2[n:9][n:10]([C:23]([c:24]3[cH:25][cH:26][cH:27][cH:28][cH:29]3)([c:30]3[cH:31][cH:32][cH:33][cH:34][cH:35]3)[c:36]3[cH:37][cH:38][cH:39][cH:40][cH:41]3)[cH:11][c:12]2-[c:13]2[cH:14][cH:15][c:16]3[n:17]([cH:18]2)[c:19]([I:22])[cH:20][n:21]3)[cH:6][cH:7]1.[c:65]1([CH3:66])[c:67]([CH3:68])[cH:69][cH:70][cH:71][cH:72]1>>[F:1][c:2]1[cH:3][cH:4][c:5](-[c:8]2[n:9][n:10]([C:23]([c:24]3[cH:25][cH:26][cH:27][cH:28][cH:29]3)([c:30]3[cH:31][cH:32][cH:33][cH:34][cH:35]3)[c:36]3[cH:37][cH:38][cH:39][cH:40][cH:41]3)[cH:11][c:12]2-[c:13]2[cH:14][cH:15][c:16]3[n:17]([cH:18]2)[c:19](-[c:57]2[cH:58][cH:59][c:60]([C:62](=[O:63])[NH2:64])[s:61]2)[cH:20][n:21]3)[cH:6][cH:7]1. The reactants are CCn1nc(C)cc1C(=O)O, COCCCNC(=S)NN, [Cl-], O=C(Cl)C(=O)Cl. The product is CCn1nc(C)cc1C(=O)NNC(=S)NCCCOC. As a reaction SMILES: [CH2:12]([CH3:13])[n:14]1[n:15][c:16]([CH3:22])[cH:17][c:18]1[C:19](=[O:20])[OH:21].[CH3:1][O:2][CH2:3][CH2:4][CH2:5][NH:6][C:7]([NH:8][NH2:9])=[S:10].[Cl-:11].[Cl:23][C:24]([C:25]([Cl:26])=[O:27])=[O:28]>>[CH3:1][O:2][CH2:3][CH2:4][CH2:5][NH:6][C:7]([NH:8][NH:9][C:19]([c:18]1[n:14]([CH2:12][CH3:13])[n:15][c:16]([CH3:22])[cH:17]1)=[O:20])=[S:10]. The reactants are COC(C=CC(C(=O)OC)=C(C)NCC1CCCCC1)=O (4-[1-(cyclohexylmethyl-amino)-ethylidene]-pent-2-enedioic acid dimethyl ester), C[O-].[Na+] (NaOMe), BrN1C(CCC1=O)=O (N-bromosuccinimide). The solvent is CO (MeOH). Product: COC(=O)C1=C(N(C(C(=C1)Br)=O)CC1CCCCC1)C (5-Bromo-1-cyclohexylmethyl-2-methyl-6-oxo-1,6-dihydro-pyridine-3-carboxylic acid methyl ester). Yield: 67.6%. Reaction SMILES: C[O:2][C:3](=O)[CH:4]=[CH:5][C:6](=[C:11]([NH:13][CH2:14][CH:15]1[CH2:20][CH2:19][CH2:18][CH2:17][CH2:16]1)[CH3:12])[C:7]([O:9][CH3:10])=[O:8].C[O-].[Na+].[Br:25]N1C(=O)CCC1=O>CO>[CH3:10][O:9][C:7]([C:6]1[CH:5]=[C:4]([Br:25])[C:3](=[O:2])[N:13]([CH2:14][CH:15]2[CH2:20][CH2:19][CH2:18][CH2:17][CH2:16]2)[C:11]=1[CH3:12])=[O:8] |f:1.2|. Reported procedure: MeOH (200 mL) was added to a flask containing 4-[1-(cyclohexylmethyl-amino)-ethylidene]-pent-2-enedioic acid dimethyl ester (6.3 g, 21.4 mmol). NaOMe solution (4.9 mL, 21.4 mmol, 4.375 M in MeOH) and N-bromosuccinimide (4.56 g, 25.6 mmol) were added, and the resulting mixture was refluxed for 1 h. After cooling to r.t., the solvent was evaporated in vacuo. Saturated NH4Cl was added, and the resulting mixture was extracted with CH2Cl2. The organic layer was dried over MgSO4 and concentrated. The ... Starting materials: E1, ClC=1C=C2N(C(N1)=O)CC(N2C)(C)C (7-chloro-1,2,2-trimethyl-2,3-dihydroimidazo[1,2-c]pyrimidin-5(1H)-one), FC=1C=C(C=C(C1)F)CO ((3,5-difluorophenyl)methanol). Yields the product FC=1C=C(COC=2C=C3N(C(N2)=O)CC(N3C)(C)C)C=C(C1)F (7-((3,5-difluorobenzyl)oxy)-1,2,2-trimethyl-2,3-dihydroimidazo[1,2-c]pyrimidin-5(1H)-one). Reaction SMILES: Cl[C:2]1[CH:3]=[C:4]2[N:11]([CH3:12])[C:10]([CH3:14])([CH3:13])[CH2:9][N:5]2[C:6](=[O:8])[N:7]=1.[F:15][C:16]1[CH:17]=[C:18]([CH2:23][OH:24])[CH:19]=[C:20]([F:22])[CH:21]=1>>[F:15][C:16]1[CH:17]=[C:18]([CH:19]=[C:20]([F:22])[CH:21]=1)[CH2:23][O:24][C:2]1[CH:3]=[C:4]2[N:11]([CH3:12])[C:10]([CH3:14])([CH3:13])[CH2:9][N:5]2[C:6](=[O:8])[N:7]=1. Reported procedure: The title compound was prepared by a procedure similar to that described for E1 starting from 7-chloro-1,2,2-trimethyl-2,3-dihydroimidazo[1,2-c]pyrimidin-5(1H)-one and (3,5-difluorophenyl)methanol. Starting materials: C(#N)CC=1N=C(SC1)NC(CNC1=NC=CC(=N1)N1C(NC(C(=C1)C1C2=C(C=CC3=C1C=CC(=C3)CC)C=C(C=C2)C)=O)=O)=O ((±)-N-[4-Cyanomethylthiazol-2-yl]-2-[[4-[5-{2-ethyl-8-methyl-5H-dibenzo[a,d]cyclohepten-5-yl}-3,4-dihydro-2,4-dioxo-1(2H)-pyrimidinyl]pyrimidin-2-yl]amino]acetamide), C[Sn](C)(C)N=[N+]=[N-] (trimethyltin azide), CO (Methanol). Solvent: C1(=CC=CC=C1)C (toluene). Yields the product C(C)C1=CC2=C(C(C3=C(C=C2)C=C(C=C3)C)C=3C(NC(N(C3)C3=NC(=NC=C3)NCC(=O)NC=3SC=C(N3)CC3=NN=NN3)=O)=O)C=C1 ((±)-2-[4-[5-{2-Ethyl-8-methyl-5H-dibenzo[a,d]cyclohepten-5-yl}-3,4-dihydro-2,4dioxo-1(2H)-pyrimidinyl]pyrimidin-2-yl]amino-N-[4-[1H-tetrazol-5-ylmethyl]thiazol-2-yl]acetamide). Reaction SMILES: [C:1]([CH2:3][C:4]1[N:5]=[C:6]([NH:9][C:10](=[O:45])[CH2:11][NH:12][C:13]2[N:18]=[C:17]([N:19]3[CH:24]=[C:23]([CH:25]4[C:31]5[CH:32]=[CH:33][C:34]([CH2:36][CH3:37])=[CH:35][C:30]=5[CH:29]=[CH:28][C:27]5[CH:38]=[C:39]([CH3:42])[CH:40]=[CH:41][C:26]4=5)[C:22](=[O:43])[NH:21][C:20]3=[O:44])[CH:16]=[CH:15][N:14]=2)[S:7][CH:8]=1)#[N:2].C[Sn]([N:50]=[N+:51]=[N-:52])(C)C.CO>C1(C)C=CC=CC=1>[CH2:36]([C:34]1[CH:33]=[CH:32][C:31]2[CH:25]([C:23]3[C:22](=[O:43])[NH:21][C:20](=[O:44])[N:19]([C:17]4[CH:16]=[CH:15][N:14]=[C:13]([NH:12][CH2:11][C:10]([NH:9][C:6]5[S:7][CH:8]=[C:4]([CH2:3][C:1]6[NH:52][N:51]=[N:50][N:2]=6)[N:5]=5)=[O:45])[N:18]=4)[CH:24]=3)[C:26]3[CH:41]=[CH:40][C:39]([CH3:42])=[CH:38][C:27]=3[CH:28]=[CH:29][C:30]=2[CH:35]=1)[CH3:37]. Procedure: A mixture of the product of step (iv) (0.35 g) and trimethyltin azide (0.5 g) in toluene (10 ml) was heated at reflux for 48 hours. Methanol was added and the resultant precipitate filtered off. The solution was evaporated to dryness and the residue purified by reverse phase chromatography. The fraction containing product was concentrated under reduced pressure, acidified with 2N HCl and extracted with ethyl acetate. The extract was evaporated to dryness and the residue triturated with diethyl e...